From a dataset of the Open Reaction Database (ORD), a public repository of structured organic reaction records. describe an organic reaction: reactants, conditions, products, and yield The reactants are C([O-])(O)=O.[Na+] (sodium bicarbonate), BrC=1C=C2C(=C(C(=NC2=CC1)Cl)CC=1C=NC(=CC1)C(F)(F)F)Cl (6-bromo-2,4-dichloro-3-((6-(trifluoromethyl)pyridin-3-yl)methyl)quinoline), BrC=1C=C2C(=C(C(=NC2=CC1)Cl)CC=1C=NC(=CC1)C(F)(F)F)Cl (6-bromo-2,4-dichloro-3-((6-(trifluoromethyl)pyridin-3-yl)methyl)quinoline), C[O-].[Na+] (sodium methoxide). The solvent is C1(=CC=CC=C1)C (toluene). The product is BrC=1C=C2C(=C(C(=NC2=CC1)OC)CC=1C=NC(=CC1)C(F)(F)F)Cl (6-bromo-4-chloro-2-methoxy-3-((6-(trifluoromethyl)pyridin-3-yl)methyl)quinoline). Reaction SMILES: [Br:1][C:2]1[CH:3]=[C:4]2[C:9](=[CH:10][CH:11]=1)[N:8]=[C:7](Cl)[C:6]([CH2:13][C:14]1[CH:15]=[N:16][C:17]([C:20]([F:23])([F:22])[F:21])=[CH:18][CH:19]=1)=[C:5]2[Cl:24].C[O-].[Na+].[C:28](=O)(O)[O-:29].[Na+]>C1(C)C=CC=CC=1>[Br:1][C:2]1[CH:3]=[C:4]2[C:9](=[CH:10][CH:11]=1)[N:8]=[C:7]([O:29][CH3:28])[C:6]([CH2:13][C:14]1[CH:15]=[N:16][C:17]([C:20]([F:23])([F:22])[F:21])=[CH:18][CH:19]=1)=[C:5]2[Cl:24] |f:1.2,3.4|. Procedure: 6-bromo-2,4-dichloro-3-(6-(trifluoromethyl)pyridin-3-yl)methyl)quinolone (1.0 g, 2.3 mmol, Intermediate 65: step b) and sodium methoxide (1.2 g, 22 mmol) in dry toluene (12 mL) were heated to 80° C. and refluxed under a positive pressure of nitrogen overnight. The mixture was allowed to cool to ambient temperature. Aqueous saturated sodium bicarbonate solution was added to the mixture and the layers were separated. The aqueous layer was extracted with ethyl acetate. The combined organic layers w...